The task is: describe an organic reaction: reactants, conditions, products, and yield. This data is from the Open Reaction Database (ORD), a public repository of structured organic reaction records. Starting materials: ClC=1C=CC2=C(C(=C(O2)C(=O)OCC)C)C1 (ethyl 5-chloro-3-methyl-2 -benzofurancarboxylate), BrN1C(CCC1=O)=O (N-bromosuccinimide). The reagents and catalysts are C(C1=CC=CC=C1)(=O)OOC(C1=CC=CC=C1)=O (benzoyl peroxide). Run in C(Cl)(Cl)(Cl)Cl (carbon tetrachloride). Yields the product BrCC1=C(OC2=C1C=C(C=C2)Cl)C(=O)OCC (ethyl 3-bromomethyl-5-chloro-2-benzofurancarboxylate). Yield: 75.6%. As a reaction SMILES: [Cl:1][C:2]1[CH:3]=[CH:4][C:5]2[O:9][C:8]([C:10]([O:12][CH2:13][CH3:14])=[O:11])=[C:7]([CH3:15])[C:6]=2[CH:16]=1.[Br:17]N1C(=O)CCC1=O>C(Cl)(Cl)(Cl)Cl.C(OOC(=O)C1C=CC=CC=1)(=O)C1C=CC=CC=1>[Br:17][CH2:15][C:7]1[C:6]2[CH:16]=[C:2]([Cl:1])[CH:3]=[CH:4][C:5]=2[O:9][C:8]=1[C:10]([O:12][CH2:13][CH3:14])=[O:11]. Procedure details: A mixture of ethyl 5-chloro-3-methyl-2 -benzofurancarboxylate (52.5 g, 0.22 mol), N-bromosuccinimide (39.15 g, 0.22 mol) and benzoyl peroxide (0.4 g) in carbon tetrachloride (750 ml) was stirred and refluxed for 10 hours. The mixture was cooled, filtered and the filtrate was concentrated. The crude product was recrystallized from hexane to give 52.8 g (76%) of ethyl 3-bromomethyl-5-chloro-2-benzofurancarboxylate: mp 112-114° C. Starting materials: O=C([O-])O, CCOCC, CCOC(C)=O, O=C(OO)c1cccc(Cl)c1, [Na+], C1CCOC1, Oc1cccc2c1CC=CC2. The product is Oc1cccc2c1CC1OC1C2. Reaction SMILES: [C:28](=[O:29])([OH:30])[O-:31].[CH2:23]([O:24][CH2:25][CH3:26])[CH3:27].[CH3:33][CH2:34][O:35][C:36](=[O:37])[CH3:38].[Cl:12][c:13]1[cH:14][cH:15][cH:16][c:17]([C:18]([O:19][OH:21])=[O:20])[cH:22]1.[Na+:32].[O:39]1[CH2:40][CH2:41][CH2:42][CH2:43]1.[c:1]1([OH:11])[cH:2][cH:3][cH:4][c:5]2[c:10]1[CH2:9][CH:8]=[CH:7][CH2:6]2>>[c:1]1([OH:11])[cH:2][cH:3][cH:4][c:5]2[c:10]1[CH2:9][CH:8]1[CH:7]([CH2:6]2)[O:20]1.